Dataset: the Open Reaction Database (ORD), a public repository of structured organic reaction records. Task: describe an organic reaction: reactants, conditions, products, and yield Yields the product CCCCCCC=CC1C(O)CC(O)C1CC=CCCCC(=O)OC(C)C. Starting materials: CC#N, CC(C)I, CCCCCCC=CC1C(O)CC(O)C1CC=CCCCC(=O)O. Reaction SMILES: [CH3:29][C:30]#[N:31].[CH:25]([CH3:26])([CH3:27])[I:28].[OH:1][CH:2]1[CH:3]([CH2:4][CH:5]=[CH:6][CH2:7][CH2:8][CH2:9][C:10](=[O:11])[OH:12])[CH:13]([CH:17]=[CH:18][CH2:19][CH2:20][CH2:21][CH2:22][CH2:23][CH3:24])[CH:14]([OH:16])[CH2:15]1>>[OH:1][CH:2]1[CH:3]([CH2:4][CH:5]=[CH:6][CH2:7][CH2:8][CH2:9][C:10]([O:11][CH:25]([CH3:26])[CH3:27])=[O:12])[CH:13]([CH:17]=[CH:18][CH2:19][CH2:20][CH2:21][CH2:22][CH2:23][CH3:24])[CH:14]([OH:16])[CH2:15]1. The reactants are C[Si](OC1=CCCC[C@@H]1OC)(C)C (1-trimethylsilyloxy-6-(S)-methoxy-1-cyclohexene), C(C)[Mg]Br (ethylmagnesium bromide), C(C)(=O)O[C@@H]1[C@H](C(N1)=O)[C@@H](C)O[Si](C)(C)C(C)(C)C ((3R,4R)-4-acetoxy-3-[(1R)-1-tert-butyldimethylsilyloxyethyl)-2-azetidinone), resultant mixture, Cl (hydrochloric acid). Solvent: O1CCCC1 (tetrahydrofuran), O1CCCC1 (tetrahydrofuran), O1CCCC1 (tetrahydrofuran), C(C)(=O)OCCCC (butyl acetate). Conditions: time 3 day. The product is crude product, [Si](C)(C)(C(C)(C)C)O[C@H](C)[C@H]1C(N[C@@H]1[C@@H]1C([C@H](CCC1)OC)=O)=O ((3S,4R)-3-[(R)-1-((tert-butyldimethylsilyl)oxy)ethyl]-4-[(1R,3S)-3-methoxy-2-oxocyclohexyl]azetidin-2-one). Yield: 16.0%. Reaction SMILES: C[Si](C)(C)[O:3][C:4]1[C@@H:9]([O:10][CH3:11])[CH2:8][CH2:7][CH2:6][CH:5]=1.C([Mg]Br)C.C(O[C@H:22]1[NH:25][C:24](=[O:26])[C@@H:23]1[C@H:27]([O:29][Si:30]([C:33]([CH3:36])([CH3:35])[CH3:34])([CH3:32])[CH3:31])[CH3:28])(=O)C.Cl>O1CCCC1.C(OCCCC)(=O)C>[Si:30]([O:29][C@@H:27]([C@@H:23]1[C@@H:22]([C@H:5]2[CH2:6][CH2:7][CH2:8][C@H:9]([O:10][CH3:11])[C:4]2=[O:3])[NH:25][C:24]1=[O:26])[CH3:28])([C:33]([CH3:36])([CH3:34])[CH3:35])([CH3:32])[CH3:31]. Procedure details: To a solution of 1-trimethylsilyloxy-6-(S)-methoxy-1-cyclohexene (800 mg, 4 mmol) in tetrahydrofuran (5 ml), a tetrahydrofuran solution containing 1 mol/liter of ethylmagnesium bromide was added and stirred at room temperature for 3 days. This mixture was then cooled to 0° C., and a solution of (3R,4R)-4-acetoxy-3-[(1R)-1-tert-butyldimethylsilyloxyethyl)-2-azetidinone (861 mg, 3 mmol) in tetrahydrofuran (5 ml) was added dropwise to the mixture and stirred at 0° C. for 1 hour. The resultant mixtu... Starting materials: CC1(C2=C(C(=CC=C2)P(C3=CC=CC=C3)C4=CC=CC=C4)OC5=C(C=CC=C51)P(C6=CC=CC=C6)C7=CC=CC=C7)C (Xantphos), BrC1=NC=C(N=C1)Br (2,5-dibromopyrazine), FC(C1=CC=C(C=N1)N)(F)F (6-(trifluoromethyl)pyridin-3-amine), C([O-])([O-])=O.[Cs+].[Cs+] (cesium carbonate). The reagents and catalysts are CC(=O)[O-].CC(=O)[O-].[Pd+2] (Pd(OAc)2). Run in C1(=CC=CC=C1)C (toluene). Conditions: temperature 100 celsius, time 4 hour. Product: BrC=1N=CC(=NC1)NC=1C=NC(=CC1)C(F)(F)F (5-Bromo-N-(6-(trifluoromethyl)pyridin-3-yl)pyrazin-2-amine). Isolated yield 36.3%. As a reaction SMILES: CC1(C)C2C(=C(P(C3C=CC=CC=3)C3C=CC=CC=3)C=CC=2)OC2C(P(C3C=CC=CC=3)C3C=CC=CC=3)=CC=CC1=2.Br[C:44]1[CH:49]=[N:48][C:47]([Br:50])=[CH:46][N:45]=1.C(=O)([O-])[O-].[Cs+].[Cs+].[F:57][C:58]([F:67])([F:66])[C:59]1[N:64]=[CH:63][C:62]([NH2:65])=[CH:61][CH:60]=1>C1(C)C=CC=CC=1.CC([O-])=O.CC([O-])=O.[Pd+2]>[Br:50][C:47]1[N:48]=[CH:49][C:44]([NH:65][C:62]2[CH:63]=[N:64][C:59]([C:58]([F:67])([F:57])[F:66])=[CH:60][CH:61]=2)=[N:45][CH:46]=1 |f:2.3.4,7.8.9|. Reported procedure: Pd(OAc)2 (0.097 g, 0.432 mmol) and Xantphos (0.25 g, 0.432 mmol) were added to a solution of 2,5-dibromopyrazine (2.05 g, 8.64 mmol) in 15 mL of toluene under argon atmosphere, followed by cesium carbonate (8.44 g, 25.9 mmol) and 6-(trifluoromethyl)pyridin-3-amine (1.4 g, 8.64 mmol). The mixture was degassed for 10 min. The reaction mixture was stirred at 100° C. for 4 h, allowed to warm to room temperature, and diluted with ethyl acetate and water. The separated organic layer was dried over sod... Starting materials: O=O (oxygen), C12C=CC(CC1)C2 (norbornene), [Na] (sodium), steel, C=C (ethene), C=C (ethene), compound 5, (ind)Me2PBCl2(Cp)ZrCl2. The solvent is C1(=CC=CC=C1)C (toluene), CC(=O)C (acetone), C1(=CC=CC=C1)C (toluene), C1(=CC=CC=C1)C (toluene). Yields the product C=C.C12C=CC(CC1)C2 (Ethene norbornene). RXN SMILES: O=O.[CH:3]12[CH2:9][CH:6]([CH2:7][CH2:8]1)[CH:5]=[CH:4]2.[Na].C=C>C1(C)C=CC=CC=1.CC(C)=O>[CH2:3]=[CH2:4].[CH:3]12[CH2:9][CH:6]([CH2:7][CH2:8]1)[CH:5]=[CH:4]2 |f:6.7,^1:9|. Procedure details: 54 ml of dry oxygen-free toluene and 47 g (0.5 mol) of norbornene distilled over sodium in a stream of argon were initially introduced into a V4A steel autoclave which had been heated thoroughly in vacuo, and 6.6 ml of a 10% strength MAO solution in toluene (10 mmol) were injected. The autoclave, which was stirred with a magnetic core, was heated to 70° C. under 6 bar of ethene and, after about 15 minutes, the copolymerization was started by addition of the catalyst under pressure by means of a ... The reactants are C1CCOC1, COC(=O)C1CCC(OCC2CC(F)(F)CN2C(=O)Cc2cc(Cl)c(NC(=O)c3cn(C)c4ccccc34)cc2F)CC1, [Na+], [OH-]. The product is Cn1cc(C(=O)Nc2cc(F)c(CC(=O)N3CC(F)(F)CC3COC3CCC(C(=O)O)CC3)cc2Cl)c2ccccc21. Reaction SMILES: [CH2:46]1[O:47][CH2:48][CH2:49][CH2:50]1.[Cl:1][c:2]1[c:3]([NH:31][C:32](=[O:33])[c:34]2[cH:35][n:36]([CH3:43])[c:37]3[cH:38][cH:39][cH:40][cH:41][c:42]23)[cH:4][c:5]([F:30])[c:6]([CH2:8][C:9](=[O:10])[N:11]2[CH:12]([CH2:18][O:19][CH:20]3[CH2:21][CH2:22][CH:23]([C:26](=[O:27])[O:28][CH3:29])[CH2:24][CH2:25]3)[CH2:13][C:14]([F:16])([F:17])[CH2:15]2)[cH:7]1.[Na+:45].[OH-:44]>>[Cl:1][c:2]1[c:3]([NH:31][C:32](=[O:33])[c:34]2[cH:35][n:36]([CH3:43])[c:37]3[cH:38][cH:39][cH:40][cH:41][c:42]23)[cH:4][c:5]([F:30])[c:6]([CH2:8][C:9](=[O:10])[N:11]2[CH:12]([CH2:18][O:19][CH:20]3[CH2:21][CH2:22][CH:23]([C:26](=[O:27])[OH:28])[CH2:24][CH2:25]3)[CH2:13][C:14]([F:16])([F:17])[CH2:15]2)[cH:7]1. The reactants are ClCCl, C1COCCN1, CCN=C=NCCCN(C)C, COC1=C(OC)C(=O)C(Cc2ccc(C(=O)O)c(OCc3ccccc3)c2)=C(C)C1=O, Cl, O. Product: COC1=C(OC)C(=O)C(Cc2ccc(C(=O)N3CCOCC3)c(OCc3ccccc3)c2)=C(C)C1=O. Reaction SMILES: [CH2:19]([Cl:20])[Cl:21].[CH2:1]1[CH2:2][O:3][CH2:4][CH2:5][NH:6]1.[CH2:8]([N:9]=[C:10]=[N:11][CH2:12][CH2:13][CH2:14][N:15]([CH3:16])[CH3:17])[CH3:18].[CH3:22][O:23][C:24]1=[C:29]([O:30][CH3:31])[C:28](=[O:32])[C:27]([CH2:33][c:34]2[cH:35][c:36]([O:43][CH2:44][c:45]3[cH:46][cH:47][cH:48][cH:49][cH:50]3)[c:37]([C:38](=[O:39])[OH:40])[cH:41][cH:42]2)=[C:26]([CH3:51])[C:25]1=[O:52].[ClH:7].[OH2:53]>>[CH2:1]1[CH2:2][O:3][CH2:4][CH2:5][N:6]1[C:38]([c:37]1[c:36]([O:43][CH2:44][c:45]2[cH:46][cH:47][cH:48][cH:49][cH:50]2)[cH:35][c:34]([CH2:33][C:27]2=[C:26]([CH3:51])[C:25](=[O:52])[C:24]([O:23][CH3:22])=[C:29]([O:30][CH3:31])[C:28]2=[O:32])[cH:42][cH:41]1)=[O:39]. Reactants: CC(C)(C)OC(=O)C(ON=C(C(=O)OC(c1ccccc1)c1ccccc1)c1csc(NC(c2ccccc2)(c2ccccc2)c2ccccc2)n1)c1ccccc1, ClCCl, COc1ccccc1, O=C(O)C(F)(F)F. Yields the product CC(C)(C)OC(=O)C(ON=C(C(=O)O)c1csc(NC(c2ccccc2)(c2ccccc2)c2ccccc2)n1)c1ccccc1. Reaction SMILES: [C:9]([CH3:10])([CH3:11])([CH3:12])[O:13][C:14](=[O:15])[CH:16]([c:17]1[cH:18][cH:19][cH:20][cH:21][cH:22]1)[O:23][N:24]=[C:25]([C:26](=[O:27])[O:28][CH:29]([c:30]1[cH:31][cH:32][cH:33][cH:34][cH:35]1)[c:36]1[cH:37][cH:38][cH:39][cH:40][cH:41]1)[c:42]1[n:43][c:44]([NH:47][C:48]([c:49]2[cH:50][cH:51][cH:52][cH:53][cH:54]2)([c:55]2[cH:56][cH:57][cH:58][cH:59][cH:60]2)[c:61]2[cH:62][cH:63][cH:64][cH:65][cH:66]2)[s:45][cH:46]1.[CH2:74]([Cl:75])[Cl:76].[CH3:1][O:2][c:3]1[cH:4][cH:5][cH:6][cH:7][cH:8]1.[OH:67][C:68]([C:69]([F:70])([F:71])[F:72])=[O:73]>>[C:9]([CH3:10])([CH3:11])([CH3:12])[O:13][C:14](=[O:15])[CH:16]([c:17]1[cH:18][cH:19][cH:20][cH:21][cH:22]1)[O:23][N:24]=[C:25]([C:26](=[O:27])[OH:28])[c:42]1[n:43][c:44]([NH:47][C:48]([c:49]2[cH:50][cH:51][cH:52][cH:53][cH:54]2)([c:55]2[cH:56][cH:57][cH:58][cH:59][cH:60]2)[c:61]2[cH:62][cH:63][cH:64][cH:65][cH:66]2)[s:45][cH:46]1.